From a dataset of the Open Reaction Database (ORD), a public repository of structured organic reaction records. describe an organic reaction: reactants, conditions, products, and yield The reactants are C1(CCCC1)CC(C(=O)O)C1=CC(=C(C=C1)SC)C(F)(F)F (3-cyclopentyl-2-(4-methylsulfanyl-3-trifluoromethyl-phenyl)-propionic acid), S(O)(O)(=O)=O (sulfuric acid), C(C)O (ethanol). Reaction conditions: temperature 25 celsius. Yields the product C(C)OC(C(CC1CCCC1)C1=CC(=C(C=C1)SC)C(F)(F)F)=O (3-cyclopentyl-2-(4-methylsulfanyl-3-trifluoromethyl-phenyl)-propionic acid ethyl ester). Isolated yield 94.8%. RXN SMILES: [CH:1]1([CH2:6][CH:7]([C:11]2[CH:16]=[CH:15][C:14]([S:17][CH3:18])=[C:13]([C:19]([F:22])([F:21])[F:20])[CH:12]=2)[C:8]([OH:10])=[O:9])[CH2:5][CH2:4][CH2:3][CH2:2]1.S(=O)(=O)(O)O.[CH2:28](O)[CH3:29]>>[CH2:28]([O:9][C:8](=[O:10])[CH:7]([C:11]1[CH:16]=[CH:15][C:14]([S:17][CH3:18])=[C:13]([C:19]([F:22])([F:20])[F:21])[CH:12]=1)[CH2:6][CH:1]1[CH2:5][CH2:4][CH2:3][CH2:2]1)[CH3:29]. Procedure: A solution of 3-cyclopentyl-2-(4-methylsulfanyl-3-trifluoromethyl-phenyl)-propionic acid (1.29 g, 3.89 mmol) in ethanol (25 mL) was treated slowly with concentrated sulfuric acid (0.01 mL). The resulting reaction mixture was heated under reflux for 48 h. The reaction mixture was allowed to cool to 25° C. and then concentrated in vacuo. The residue was dissolved in ethyl acetate (35 mL). The organic layer was washed with a saturated aqueous sodium bicarbonate solution (1×15 mL), water (1×15 mL), ... Reaction SMILES: [Br:1][C:2]1=[C:7]([OH:8])[CH2:6][C:5]([c:9]2[cH:10][cH:11][cH:12][cH:13][cH:14]2)([c:15]2[cH:16][cH:17][cH:18][cH:19][cH:20]2)[O:4][C:3]1=[O:21].[CH2:33]1[CH2:34][CH2:35][NH:36][CH2:37][CH2:38]1.[CH:22]([CH3:23])([CH2:24][CH3:25])[c:26]1[c:27]([SH:32])[cH:28][cH:29][cH:30][cH:31]1.[Cl:39][CH2:40][Cl:41]>>[C:2]1([S:32][c:27]2[c:26]([CH:22]([CH3:23])[CH2:24][CH3:25])[cH:31][cH:30][cH:29][cH:28]2)=[C:7]([OH:8])[CH2:6][C:5]([c:9]2[cH:10][cH:11][cH:12][cH:13][cH:14]2)([c:15]2[cH:16][cH:17][cH:18][cH:19][cH:20]2)[O:4][C:3]1=[O:21]. The reactants are O=C1OC(c2ccccc2)(c2ccccc2)CC(O)=C1Br, C1CCNCC1, CCC(C)c1ccccc1S, ClCCl. Yields the product CCC(C)c1ccccc1SC1=C(O)CC(c2ccccc2)(c2ccccc2)OC1=O. Starting materials: CC1=C(N=C(O1)C1=CC2=CC=CC=C2C=C1)/C=C/C1=CC=C(C=C1)/C=C/CO ((E,E)-3-[4-[2-[5-methyl-2-(2-naphthyl)-4-oxazolyl]vinyl]phenyl]-2-propenol). Reagents/catalysts: [O-2].[O-2].[Mn+4] (manganese dioxide). Solvent: C(Cl)(Cl)Cl (chloroform). Conditions: time 16 hour. Product: CC1=C(N=C(O1)C1=CC2=CC=CC=C2C=C1)C=CC1=CC=C(/C=C/C=O)C=C1 ((E)-4-[2-[5-methyl-2-(2-naphthyl)-4-oxazolyl]vinyl]cinnamaldehyde). The yield is 89.8%. Reaction SMILES: [CH3:1][C:2]1[O:6][C:5]([C:7]2[CH:16]=[CH:15][C:14]3[C:9](=[CH:10][CH:11]=[CH:12][CH:13]=3)[CH:8]=2)=[N:4][C:3]=1/[CH:17]=[CH:18]/[C:19]1[CH:24]=[CH:23][C:22](/[CH:25]=[CH:26]/[CH2:27][OH:28])=[CH:21][CH:20]=1>[O-2].[O-2].[Mn+4].C(Cl)(Cl)Cl>[CH3:1][C:2]1[O:6][C:5]([C:7]2[CH:16]=[CH:15][C:14]3[C:9](=[CH:10][CH:11]=[CH:12][CH:13]=3)[CH:8]=2)=[N:4][C:3]=1[CH:17]=[CH:18][C:19]1[CH:20]=[CH:21][C:22](/[CH:25]=[CH:26]/[CH:27]=[O:28])=[CH:23][CH:24]=1 |f:1.2.3|. Procedure details: A mixture of (E,E)-3-[4-[2-[5-methyl-2-(2-naphthyl)-4-oxazolyl]vinyl]phenyl]-2-propenol (2.80 g), activated manganese dioxide (8.40 g) and chloroform (150 ml) was stirred at room temperature for 16 hours. After the manganese dioxide was filtered off, the filtrate was concentrated under reduced pressure. The residue was subjected to silica gel chromatography to yield (E)-4-[2-[5-methyl-2-(2-naphthyl)-4-oxazolyl]vinyl]cinnamaldehyde (2.50 g, 90%) from the fraction eluted with chloroform, which was... Reactants: C(C1=CC=CC=C1)NC1=C(C(=C2C=3N(C(CO2)C)C=C(C(C13)=O)C(=O)O)C1CC1)F (8-benzylamino-10-cyclopropyl-9-fluoro-3-methyl-7-oxo-2,3-dihydro-7H-pyrido[1,2,3-de][1,4]benzoxazine-6-carboxylic acid), [H][H] (hydrogen). Reagents/catalysts: [C].[Pd] (palladium-carbon). Run in C(C)(=O)O (acetic acid). Product: NC1=C(C(=C2C=3N(C(CO2)C)C=C(C(C13)=O)C(=O)O)C1CC1)F (8-amino-10-cyclopropyl9-fluoro-3-methyl-7-oxo-2,3-dihydro-7H-pyrido[1,2,3-de][1,4]benzoxazine-6-carboxylic acid). The yield is 50.6%. Reaction SMILES: C([NH:8][C:9]1[C:22]2[C:21](=[O:23])[C:20]([C:24]([OH:26])=[O:25])=[CH:19][N:14]3[CH:15]([CH3:18])[CH2:16][O:17][C:12]([C:13]=23)=[C:11]([CH:27]2[CH2:29][CH2:28]2)[C:10]=1[F:30])C1C=CC=CC=1.[H][H]>C(O)(=O)C.[C].[Pd]>[NH2:8][C:9]1[C:22]2[C:21](=[O:23])[C:20]([C:24]([OH:26])=[O:25])=[CH:19][N:14]3[CH:15]([CH3:18])[CH2:16][O:17][C:12]([C:13]=23)=[C:11]([CH:27]2[CH2:28][CH2:29]2)[C:10]=1[F:30] |f:3.4|. Procedure details: In 5 ml of acetic acid was dissolved 50 mg of 8-benzylamino-10-cyclopropyl-9-fluoro-3-methyl-7-oxo-2,3-dihydro-7H-pyrido[1,2,3-de][1,4]benzoxazine-6-carboxylic acid. To the resulting solution was added 50 mg of 5% palladium-carbon. The resulting mixture was stirred at room temperature for 1.5 hours at atmospheric pressure in a hydrogen stream. The reaction mixture was filtered. The filtrate was concentrated to dryness under reduced pressure. Ethanol was added to the residue obtained. The resulti... Reactants: ClCC(=O)C=1SC=CC1 (2-Chloro-1-(thiophen-2-yl)ethanone), FC1=CC=C(C=C1)C(C(=O)O[C@H]1CN2CCC1CC2)N2CCCCC2 ((R)-quinuclidin-3-yl 2-(4-fluorophenyl)-2-(piperidin-1-yl)acetate), CCOCC (Et2O). Solvent: CCOC(=O)C (EtOAc). Reaction conditions: time 16 hour. The product is [Cl-].FC1=CC=C(C=C1)C(C(=O)O[C@H]1C[N+]2(CCC1CC2)CC(C=2SC=CC2)=O)N2CCCCC2 ((3R)-3-(2-(4-fluorophenyl)-2-(piperidin-1-yl)acetoxy)-1-(2-oxo-2-(thiophen-2-yl)ethyl)-1-azoniabicyclo[2.2.2]octane chloride). Yield: 26.7%. As a reaction SMILES: [Cl:1][CH2:2][C:3]([C:5]1[S:6][CH:7]=[CH:8][CH:9]=1)=[O:4].[F:10][C:11]1[CH:16]=[CH:15][C:14]([CH:17]([N:29]2[CH2:34][CH2:33][CH2:32][CH2:31][CH2:30]2)[C:18]([O:20][C@@H:21]2[CH:26]3[CH2:27][CH2:28][N:23]([CH2:24][CH2:25]3)[CH2:22]2)=[O:19])=[CH:13][CH:12]=1.CCOCC>CCOC(C)=O>[Cl-:1].[F:10][C:11]1[CH:16]=[CH:15][C:14]([CH:17]([N:29]2[CH2:30][CH2:31][CH2:32][CH2:33][CH2:34]2)[C:18]([O:20][C@@H:21]2[CH:26]3[CH2:27][CH2:28][N+:23]([CH2:2][C:3](=[O:4])[C:5]4[S:6][CH:7]=[CH:8][CH:9]=4)([CH2:24][CH2:25]3)[CH2:22]2)=[O:19])=[CH:13][CH:12]=1 |f:4.5|. Procedure details: 2-Chloro-1-(thiophen-2-yl)ethanone (30.6 mg, 0.19 mmol) was added to a solution of (R)-quinuclidin-3-yl 2-(4-fluorophenyl)-2-(piperidin-1-yl)acetate (60 mg, 0.17 mmol) in EtOAc (3 ml). The reaction was stirred at room temperature for 16 hours. Et2O was added the precipitate was collected by filtration and purified by flash chromatography (DCM/MeOH/NH4OH=97/3/0.3) to obtain (3R)-3-(2-(4-fluorophenyl)-2-(piperidin-1-yl)acetoxy)-1-(2-oxo-2-(thiophen-2-yl)ethyl)-1-azoniabicyclo[2.2.2]octane chloride... The reactants are CCOC(=O)CBr, CC(=O)[CH-]C(C)=O, [Li]CCCC, Cc1occc1CO[Si](C(C)C)(C(C)C)C(C)C, [Cl-], [Cl-], [Cl-], [Ni+2], C1CCOC1, [Zn+2], c1ccc(P(c2ccccc2)c2ccccc2)cc1, [Zn+]c1ccco1. Product: CCOC(=O)Cc1cc(CO[Si](C(C)C)(C(C)C)C(C)C)c(C)o1. Reaction SMILES: [Br:43][CH2:44][C:45](=[O:46])[O:47][CH2:48][CH3:49].[CH-:66]([C:67](=[O:68])[CH3:69])[C:70](=[O:71])[CH3:72].[CH2:19]([Li:20])[CH2:21][CH2:22][CH3:23].[CH:1]([CH3:2])([CH3:3])[Si:4]([O:5][CH2:6][c:7]1[c:8]([CH3:12])[o:9][cH:10][cH:11]1)([CH:13]([CH3:14])[CH3:15])[CH:16]([CH3:17])[CH3:18].[Cl-:50].[Cl-:62].[Cl-:64].[Ni+2:65].[O:57]1[CH2:58][CH2:59][CH2:60][CH2:61]1.[Zn+2:63].[c:24]1([P:25]([c:26]2[cH:27][cH:28][cH:29][cH:30][cH:31]2)[c:32]2[cH:33][cH:34][cH:35][cH:36][cH:37]2)[cH:38][cH:39][cH:40][cH:41][cH:42]1.[o:51]1[cH:52][cH:53][cH:54][c:55]1[Zn+:56]>>[CH:1]([CH3:2])([CH3:3])[Si:4]([O:5][CH2:6][c:7]1[c:8]([CH3:12])[o:9][c:10]([CH2:44][C:45](=[O:46])[O:47][CH2:48][CH3:49])[cH:11]1)([CH:13]([CH3:14])[CH3:15])[CH:16]([CH3:17])[CH3:18]. Starting materials: COC=1N=C2C(=CC=NC2=CC1)OS(=O)(=O)C(F)(F)F (trifluoromethanesulphonic acid 6-methoxy-[1,5]naphthyridin-4-yl ester), C(#C)C1(CCC2(OCCO2)CC1)O (8-ethynyl-1,4-dioxa-spiro[4.5]decan-8-ol). The reagents and catalysts are [Cu]I (copper(I) iodide), Cl[Pd]([P](C1=CC=CC=C1)(C2=CC=CC=C2)C3=CC=CC=C3)([P](C4=CC=CC=C4)(C5=CC=CC=C5)C6=CC=CC=C6)Cl (PdCl2(PPh3)2). The solvent is CN(C)C=O (DMF), CN(C)C=O (DMF), C(C)N(CC)CC (triethylamine), O (water), CCOCC (ether). Run at time 30 minute. Yields the product COC=1N=C2C(=CC=NC2=CC1)C#CC1(CCC2(OCCO2)CC1)O (8-(6-Methoxy-[1,5]naphthyridin-4-ylethynyl)-1,4-dioxa-spiro[4.5]decan-8-ol). As a reaction SMILES: [CH3:1][O:2][C:3]1[N:4]=[C:5]2[C:10](=[CH:11][CH:12]=1)[N:9]=[CH:8][CH:7]=[C:6]2OS(C(F)(F)F)(=O)=O.[C:21]([C:23]1([OH:33])[CH2:32][CH2:31][C:26]2([O:30][CH2:29][CH2:28][O:27]2)[CH2:25][CH2:24]1)#[CH:22]>CN(C=O)C.C(N(CC)CC)C.O.CCOCC.[Cu]I.Cl[Pd](Cl)([P](C1C=CC=CC=1)(C1C=CC=CC=1)C1C=CC=CC=1)[P](C1C=CC=CC=1)(C1C=CC=CC=1)C1C=CC=CC=1>[CH3:1][O:2][C:3]1[N:4]=[C:5]2[C:10](=[CH:11][CH:12]=1)[N:9]=[CH:8][CH:7]=[C:6]2[C:22]#[C:21][C:23]1([OH:33])[CH2:32][CH2:31][C:26]2([O:27][CH2:28][CH2:29][O:30]2)[CH2:25][CH2:24]1 |^1:56,75|. Procedure: A degassed solution of trifluoromethanesulphonic acid 6-methoxy-[1,5]naphthyridin-4-yl ester (986 mg, 3.2 mmol) (WO 03 010138) and 8-ethynyl-1,4-dioxa-spiro[4.5]decan-8-ol (638 mg, 3.5 mmol) (prepared according to J. Chem. Soc. Perk. Trans. 1, 2000, 3382) in DMF (3 ml) was added dropwise to a likewise degassed suspension of copper(I) iodide (50 mg) and PdCl2(PPh3)2 (100 mg) in DMF (2 ml) and triethylamine (3 ml). The reaction mixture was stirred at room temperature for 30 minutes and diluted wit...